From a dataset of the Open Reaction Database (ORD), a public repository of structured organic reaction records. describe an organic reaction: reactants, conditions, products, and yield Starting materials: 11.7, COC1=C(C=C(C=C1)C(F)(F)F)N (2-methoxy-5-(trifluoromethyl)benzenamine), C(C)(=O)O (acetic acid), ClCC(=O)Cl (chloroacetyl chloride), 24.8, C(C)(=O)[O-].[Na+] (sodium acetate). Solvent: O (water). Reaction conditions: time 30 minute. The product is 15.5, ClCC(=O)NC1=C(C=CC(=C1)C(F)(F)F)OC (2-chloro-N-[2-methoxy-5-(trifluoromethyl)phenyl]-acetamide). The yield is 93.3%. Reaction SMILES: [CH3:1][O:2][C:3]1[CH:8]=[CH:7][C:6]([C:9]([F:12])([F:11])[F:10])=[CH:5][C:4]=1[NH2:13].C(O)(=O)C.[Cl:18][CH2:19][C:20](Cl)=[O:21].C([O-])(=O)C.[Na+]>O>[Cl:18][CH2:19][C:20]([NH:13][C:4]1[CH:5]=[C:6]([C:9]([F:11])([F:10])[F:12])[CH:7]=[CH:8][C:3]=1[O:2][CH3:1])=[O:21] |f:3.4|. Procedure: To a stirred and cooled (about 10° C.) solution of 11.7 parts of 2-methoxy-5-(trifluoromethyl)benzenamine in 50 parts of acetic acid were added dropwise 7.7 parts of chloroacetyl chloride at a temperature below 20° C. After stirring for 30 minutes, there was added dropwise a solution of 24.8 parts of sodium acetate in 62 parts of water (exothermic reaction). Upon completion, stirring was continued for 30 minutes at room temperature. The precipitated product was filtered off, washed with a lot of... Reactants: CCCCCC(CC(=O)Nc1cc(CBr)ccc1C(C)(C)C)c1cccc2c1OCCO2, CC(C)(C)[O-], CN(C)C=O, [K+], C1CCOC1, O=C1CCC(=O)N1, O. Yields the product CCCCCC(CC(=O)Nc1cc(CN2C(=O)CCC2=O)ccc1C(C)(C)C)c1cccc2c1OCCO2. As a reaction SMILES: [C:14]([CH3:15])([CH3:16])([CH3:17])[c:18]1[c:19]([NH:26][C:27]([CH2:28][CH:29]([CH2:30][CH2:31][CH2:32][CH2:33][CH3:34])[c:35]2[c:36]3[c:37]([cH:38][cH:39][cH:40]2)[O:41][CH2:42][CH2:43][O:44]3)=[O:45])[cH:20][c:21]([CH2:24][Br:25])[cH:22][cH:23]1.[CH3:1][C:2]([CH3:3])([O-:4])[CH3:5].[CH3:52][N:53]([CH3:54])[CH:55]=[O:56].[K+:6].[O:47]1[CH2:48][CH2:49][CH2:50][CH2:51]1.[O:7]=[C:8]1[CH2:9][CH2:10][C:11](=[O:12])[NH:13]1.[OH2:46]>>[O:7]=[C:8]1[CH2:9][CH2:10][C:11](=[O:12])[N:13]1[CH2:24][c:21]1[cH:20][c:19]([NH:26][C:27]([CH2:28][CH:29]([CH2:30][CH2:31][CH2:32][CH2:33][CH3:34])[c:35]2[c:36]3[c:37]([cH:38][cH:39][cH:40]2)[O:41][CH2:42][CH2:43][O:44]3)=[O:45])[c:18]([C:14]([CH3:15])([CH3:16])[CH3:17])[cH:23][cH:22]1. Starting materials: C(Cl)(Cl)Cl (CHCl3), ClC1=C(C(=O)C2=NC=CC=C2OS(=O)(=O)C(F)(F)F)C=CC=C1 (trifluoro-methanesulfonic acid 2-(2-chloro-benzoyl)-pyridin-3-yl ester), FC(C=1C=C(CN2N=NC(=C2C2=CC=NC=C2)[Sn](CCCC)(CCCC)CCCC)C=C(C1)C(F)(F)F)(F)F (4-[3-(3,5-bis-trifluoromethyl-benzyl)-5-tributylstannanyl-3H-[1,2,3]triazol-4-yl]-pyridine). Reagents/catalysts: C=1C=CC(=CC1)/C=C/C(=O)/C=C/C2=CC=CC=C2.C=1C=CC(=CC1)/C=C/C(=O)/C=C/C2=CC=CC=C2.C=1C=CC(=CC1)/C=C/C(=O)/C=C/C2=CC=CC=C2.[Pd].[Pd] (Pd2(dba)3), C=1C=CC(=CC1)[P](C=2C=CC=CC2)(C=3C=CC=CC3)[Pd]([P](C=4C=CC=CC4)(C=5C=CC=CC5)C=6C=CC=CC6)([P](C=7C=CC=CC7)(C=8C=CC=CC8)C=9C=CC=CC9)[P](C=1C=CC=CC1)(C=1C=CC=CC1)C=1C=CC=CC1 (Pd(PPh3)4). Run in C1(=CC=CC=C1)C (toluene). Reaction conditions: temperature 120 celsius. Product: FC(C=1C=C(CN2N=NC(=C2C2=CC=NC=C2)C=2C(=NC=CC2)C(=O)C2=C(C=CC=C2)Cl)C=C(C1)C(F)(F)F)(F)F ({3-[1-(3,5-bis-trifluoromethyl-benzyl)-5-pyridin-4-yl-1H-[1,2,3]triazol-4-yl]-pyridin-2-yl}-(2-chloro-phenyl)-methanone). Isolated yield 10.8%. As a reaction SMILES: C(Cl)(Cl)Cl.[Cl:5][C:6]1[CH:27]=[CH:26][CH:25]=[CH:24][C:7]=1[C:8]([C:10]1[C:15](OS(C(F)(F)F)(=O)=O)=[CH:14][CH:13]=[CH:12][N:11]=1)=[O:9].[F:28][C:29]([F:66])([F:65])[C:30]1[CH:31]=[C:32]([CH:58]=[C:59]([C:61]([F:64])([F:63])[F:62])[CH:60]=1)[CH2:33][N:34]1[C:38]([C:39]2[CH:44]=[CH:43][N:42]=[CH:41][CH:40]=2)=[C:37]([Sn](CCCC)(CCCC)CCCC)[N:36]=[N:35]1>C1(C)C=CC=CC=1.C1C=CC(/C=C/C(/C=C/C2C=CC=CC=2)=O)=CC=1.C1C=CC(/C=C/C(/C=C/C2C=CC=CC=2)=O)=CC=1.C1C=CC(/C=C/C(/C=C/C2C=CC=CC=2)=O)=CC=1.[Pd].[Pd].C1C=CC([P]([Pd]([P](C2C=CC=CC=2)(C2C=CC=CC=2)C2C=CC=CC=2)([P](C2C=CC=CC=2)(C2C=CC=CC=2)C2C=CC=CC=2)[P](C2C=CC=CC=2)(C2C=CC=CC=2)C2C=CC=CC=2)(C2C=CC=CC=2)C2C=CC=CC=2)=CC=1>[F:64][C:61]([F:62])([F:63])[C:59]1[CH:58]=[C:32]([CH:31]=[C:30]([C:29]([F:28])([F:65])[F:66])[CH:60]=1)[CH2:33][N:34]1[C:38]([C:39]2[CH:44]=[CH:43][N:42]=[CH:41][CH:40]=2)=[C:37]([C:15]2[C:10]([C:8]([C:7]3[CH:24]=[CH:25][CH:26]=[CH:27][C:6]=3[Cl:5])=[O:9])=[N:11][CH:12]=[CH:13][CH:14]=2)[N:36]=[N:35]1 |f:4.5.6.7.8,^1:133,135,154,173|. Reported procedure: Add Pd2(dba)3.CHCl3 (42 mg, 0.04 mmol) to a degassed solution of trifluoro-methanesulfonic acid 2-(2-chloro-benzoyl)-pyridin-3-yl ester (149 mg, 0.41 mmol) and 4-[3-(3,5-bis-trifluoromethyl-benzyl)-5-tributylstannanyl-3H-[1,2,3]triazol-4-yl]-pyridine (296 mg, 0.45 mmol) in toluene (2 mL). Seal the mixture under N2 and heat at 120° C. for 2 hours. Add Pd(PPh3)4 (94 mg, 0.08 mmol), seal and heat at 120° C. for another 48 hours. Concentrate, dissolve in ACN, wash with hexanes (×3), dry over MgSO4 a... Reaction SMILES: [C:15]([CH3:16])(=[O:17])[O:18][CH:19]([c:20]1[cH:21][cH:22][c:23]([O:26][CH2:27][CH2:28][CH2:29][CH2:30][CH:31]([CH2:32][O:33][C:34]([c:35]2[cH:36][cH:37][cH:38][cH:39][cH:40]2)([c:41]2[cH:42][cH:43][c:44]([O:47][CH3:48])[cH:45][cH:46]2)[c:49]2[cH:50][cH:51][c:52]([O:55][CH3:56])[cH:53][cH:54]2)[OH:57])[cH:24][cH:25]1)[O:58][C:59]([CH3:60])=[O:61].[C:64](=[O:65])([OH:66])[O-:67].[CH2:69]([Cl:70])[Cl:71].[CH3:62][OH:63].[CH:1]([CH3:2])([CH3:3])[N:4]([P:5]([O:6][CH2:7][CH2:8][C:9]#[N:10])[Cl:11])[CH:12]([CH3:13])[CH3:14].[CH:72]([N:73]([CH2:74][CH3:75])[CH:76]([CH3:77])[CH3:78])([CH3:79])[CH3:80].[Na+:68]>>[CH:1]([CH3:2])([CH3:3])[N:4]([P:5]([O:6][CH2:7][CH2:8][C:9]#[N:10])[O:57][CH:31]([CH2:30][CH2:29][CH2:28][CH2:27][O:26][c:23]1[cH:22][cH:21][c:20]([CH:19]([O:18][C:15]([CH3:16])=[O:17])[O:58][C:59]([CH3:60])=[O:61])[cH:25][cH:24]1)[CH2:32][O:33][C:34]([c:35]1[cH:36][cH:37][cH:38][cH:39][cH:40]1)([c:41]1[cH:42][cH:43][c:44]([O:47][CH3:48])[cH:45][cH:46]1)[c:49]1[cH:50][cH:51][c:52]([O:55][CH3:56])[cH:53][cH:54]1)[CH:12]([CH3:13])[CH3:14]. Reactants: COc1ccc(C(OCC(O)CCCCOc2ccc(C(OC(C)=O)OC(C)=O)cc2)(c2ccccc2)c2ccc(OC)cc2)cc1, O=C([O-])O, ClCCl, CO, CC(C)N(C(C)C)P(Cl)OCCC#N, CCN(C(C)C)C(C)C, [Na+]. Product: COc1ccc(C(OCC(CCCCOc2ccc(C(OC(C)=O)OC(C)=O)cc2)OP(OCCC#N)N(C(C)C)C(C)C)(c2ccccc2)c2ccc(OC)cc2)cc1. Reactants: COC(CC(CCO)(C)O)=O (3,5-dihydroxy-3-methylpentanoic acid methyl ester), [Br-].C(C1=CC=CC=C1)[P+](OC1=CC=CC=C1)(OC1=CC=CC=C1)OC1=CC=CC=C1 (benzyl triphenoxyphosphonium bromide). Solvent: O1CCCC1 (tetrahydrofuran), O1CCCC1 (tetrahydrofuran). The product is COC(CC(CCBr)(C)O)=O (5-Bromo-3-hydroxy-3-methylpentanoic acid methyl ester). As a reaction SMILES: [CH3:1][O:2][C:3](=[O:11])[CH2:4][C:5]([OH:10])([CH3:9])[CH2:6][CH2:7]O.[Br-:12].C([P+](OC1C=CC=CC=1)(OC1C=CC=CC=1)OC1C=CC=CC=1)C1C=CC=CC=1>O1CCCC1>[CH3:1][O:2][C:3](=[O:11])[CH2:4][C:5]([OH:10])([CH3:9])[CH2:6][CH2:7][Br:12] |f:1.2|. Reported procedure: To a solution of 3.00 g. (18.5 mmol) 3,5-dihydroxy-3-methylpentanoic acid methyl ester in 15 ml. anhydrous tetrahydrofuran is added a solution of 8.90 g. (18.5 mmol) benzyl triphenoxyphosphonium bromide in 10 ml. tetrahydrofuran and the reaction mixture is stirred for 15 hours at ambient temperature. Thereafter, it is evaporated in a vacuum, the bath temperature thereby being kept below 15° C. The oily residue obtained is chromatographed on 700 g. silica gel 60 with n-hexane/tert.-butanol (6:1 v... Reactants: CC(C)(C)OC(=O)N1CCC(F)(C(=O)O)CC1, CNOC, CCOC(C)=O, ClCCl, Cl, O. The product is CON(C)C(=O)C1(F)CCN(C(=O)OC(C)(C)C)CC1. Reaction SMILES: [C:1]([CH3:2])([CH3:3])([CH3:4])[O:5][C:6](=[O:7])[N:8]1[CH2:9][CH2:10][C:11]([C:14](=[O:15])[OH:16])([F:17])[CH2:12][CH2:13]1.[CH3:19][NH:20][O:21][CH3:22].[CH3:24][CH2:25][O:26][C:27](=[O:28])[CH3:29].[Cl:30][CH2:31][Cl:32].[ClH:18].[OH2:23]>>[C:1]([CH3:2])([CH3:3])([CH3:4])[O:5][C:6](=[O:7])[N:8]1[CH2:9][CH2:10][C:11]([C:14](=[O:16])[N:20]([CH3:19])[O:21][CH3:22])([F:17])[CH2:12][CH2:13]1.